Dataset: the Open Reaction Database (ORD), a public repository of structured organic reaction records. Task: describe an organic reaction: reactants, conditions, products, and yield Starting materials: C1CCOC1, CCOC(=O)c1ccc(-c2ccccc2)[nH]1, CO, Cl, [Li+], [OH-], O, O. Product: O=C(O)c1ccc(-c2ccccc2)[nH]1. Reaction SMILES: [CH2:21]1[O:22][CH2:23][CH2:24][CH2:25]1.[CH2:3]([CH3:4])[O:5][C:6](=[O:7])[c:8]1[nH:9][c:10](-[c:13]2[cH:14][cH:15][cH:16][cH:17][cH:18]2)[cH:11][cH:12]1.[CH3:26][OH:27].[ClH:20].[Li+:2].[OH-:1].[OH2:19].[OH2:28]>>[O:5]=[C:6]([OH:7])[c:8]1[nH:9][c:10](-[c:13]2[cH:14][cH:15][cH:16][cH:17][cH:18]2)[cH:11][cH:12]1.